From a dataset of the Open Reaction Database (ORD), a public repository of structured organic reaction records. describe an organic reaction: reactants, conditions, products, and yield Starting materials: C(=O)C=1C=C2C(=C(C=NC2=CC1)C#N)OC1CCOCC1 (6-formyl-4-(tetrahydro-pyran-4-yloxy)-quinoline-3-carbonitrile), COC=1C=CC(=CC1OC2CCCC2)/C=C\3/C(=O)NC(=N)S3 (pseudothiohydantoin), C(C)(=O)[O-].[Na+] (sodium acetate). Solvent: C(C)(=O)O (acetic acid). Yields the product NC=1S\C(\C(N1)=O)=C/C=1C=C2C(=C(C=NC2=CC1)C#N)OC1CCOCC1 (6-[2-amino-4-oxo-4H-thiazol-(5Z)-ylidenemethyl]-4-(tetrahydro-pyran-4-yloxy)-quinoline-3-carbonitrile). As a reaction SMILES: C([C:3]1[CH:4]=[C:5]2[C:10](=[CH:11][CH:12]=1)[N:9]=[CH:8][C:7]([C:13]#[N:14])=[C:6]2[O:15][CH:16]1[CH2:21][CH2:20][O:19][CH2:18][CH2:17]1)=O.COC1C=CC(/[CH:36]=[C:37]2/[C:38]([NH:40][C:41]([S:43]/2)=[NH:42])=[O:39])=CC=1OC1CCCC1.C([O-])(=O)C.[Na+]>C(O)(=O)C>[NH2:42][C:41]1[S:43]/[C:37](=[CH:36]\[C:3]2[CH:4]=[C:5]3[C:10](=[CH:11][CH:12]=2)[N:9]=[CH:8][C:7]([C:13]#[N:14])=[C:6]3[O:15][CH:16]2[CH2:21][CH2:20][O:19][CH2:18][CH2:17]2)/[C:38](=[O:39])[N:40]=1 |f:2.3|. Procedure details: Similar procedure as described in example 28c was used, starting from 6-formyl-4-(tetrahydro-pyran-4-yloxy)-quinoline-3-carbonitrile (example 76b), pseudothiohydantoin, sodium acetate and acetic acid to give 6-[2-amino-4-oxo-4H-thiazol-(5Z)-ylidenemethyl]-4-(tetrahydro-pyran-4-yloxy)-quinoline-3-carbonitrile. LC-MS m/e 381 (MH+). Starting materials: OC1=C(CC(CC1)(C)C)C(=O)OC (methyl 2-hydroxy-5,5-dimethylcyclohex-1-enecarboxylate), NC=1C=C(C(=O)OC)C=CC1Br (methyl 3-amino-4-bromobenzoate), polyphosphoric acid, O1CCOCC1 (dioxane). The solvent is O (water). Reaction conditions: temperature 130 celsius. Yields the product BrC1=CC=C(C=2C(C=3CC(CCC3NC12)(C)C)=O)C(=O)OC (Methyl 4-bromo-7,7-dimethyl-9-oxo-5,6,7,8,9,10-hexahydroacridine-1-carboxylate). Yield: 26.7%. As a reaction SMILES: O[C:2]1[CH2:7][CH2:6][C:5]([CH3:9])([CH3:8])[CH2:4][C:3]=1[C:10]([O:12]C)=O.[NH2:14][C:15]1[CH:16]=[C:17]([CH:22]=[CH:23][C:24]=1[Br:25])[C:18]([O:20][CH3:21])=[O:19].O1CCOCC1>O>[Br:25][C:24]1[C:15]2[NH:14][C:2]3[CH2:7][CH2:6][C:5]([CH3:8])([CH3:9])[CH2:4][C:3]=3[C:10](=[O:12])[C:16]=2[C:17]([C:18]([O:20][CH3:21])=[O:19])=[CH:22][CH:23]=1. Procedure details: A mixture of methyl 2-hydroxy-5,5-dimethylcyclohex-1-enecarboxylate (26 g, 0.141 mol), methyl 3-amino-4-bromobenzoate (25 g, 0.109 mol), polyphosphoric acid (220 g) and dioxane (220 mL) was heated at 130° C. for 5 hours. After cooling, the mixture was diluted with water. The resulting precipitate was collected by filtration and dried. The solid was suspended in methanol (400 mL), and TMSCl (90 mL) was added. The mixture was stirred at reflux for 5 hours, concentrated and treated with water (80 m... The reactants are COC(=O)c1c(Br)c(-c2cccc(C(F)(F)F)c2)nn1C, CCO, [Na+], [OH-]. Yields the product Cn1nc(-c2cccc(C(F)(F)F)c2)c(Br)c1C(=O)O. RXN SMILES: [CH3:1][n:2]1[n:3][c:4](-[c:12]2[cH:13][c:14]([C:18]([F:19])([F:20])[F:21])[cH:15][cH:16][cH:17]2)[c:5]([Br:11])[c:6]1[C:7](=[O:8])[O:9][CH3:10].[CH3:24][CH2:25][OH:26].[Na+:23].[OH-:22]>>[CH3:1][n:2]1[n:3][c:4](-[c:12]2[cH:13][c:14]([C:18]([F:19])([F:20])[F:21])[cH:15][cH:16][cH:17]2)[c:5]([Br:11])[c:6]1[C:7](=[O:8])[OH:9]. Reactants: O=C1NNC(C=Cc2ccc([N+](=O)[O-])cc2)CS1, O, c1ccncc1. Yields the product Nc1ccc(C=CC2CSC(=O)NN2)cc1. Reaction SMILES: [N+:1]([O-:2])(=[O:3])[c:4]1[cH:5][cH:6][c:7]([CH:10]=[CH:11][CH:12]2[NH:13][NH:14][C:15](=[O:18])[S:16][CH2:17]2)[cH:8][cH:9]1.[OH2:25].[cH:19]1[cH:20][cH:21][n:22][cH:23][cH:24]1>>[NH2:1][c:4]1[cH:5][cH:6][c:7]([CH:10]=[CH:11][CH:12]2[NH:13][NH:14][C:15](=[O:18])[S:16][CH2:17]2)[cH:8][cH:9]1. The product is ClC1=C(C=CC=C1)C1=CC=2NC=3C=CC(=CC3C2C2=C1C(NC2=O)=O)OC (4-(2-Chlorophenyl)-9-methoxypyrrolo[3,4-c]carbazole-1,3(2H,6H)-dione). Starting materials: example 68, ClC1=C(C=CC=C1)C1CC=2NC=3C=CC(=CC3C2C2C1C(NC2=O)=O)OC (4-(2-Chlorophenyl)-9-methoxy-4,5,6,10c-tetrahydropyrrolo[3,4-c]carbazole-1,3(2H,3aH)-dione), [Si](C)(C)(C(C)(C)C)OCCCN1C=2C=CC(=CC2C=2C3C(C(CC12)C1=C(C=CC=C1)OC)C(NC3=O)=O)OC (6-(3-{[tert-Butyl(dimethyl)silyl]oxy}propyl)-9-methoxy-4-(2-methoxyphenyl)-4,5,6,10c-tetrahydropyrrolo[3,4-c]carbazole-1,3(2H, 3aH)-dione), ClC1=C(C=CC=C1)C1CC=2NC=3C=CC(=CC3C2C2C1C(NC2=O)=O)OC (4-(2-Chlorophenyl)-9-methoxy-4,5,6,10c-tetrahydropyrrolo[3,4-c]carbazole-1,3(2H,3aH)-dione). Reagents/catalysts: [O-2].[O-2].[Mn+4] (Manganese dioxide). Reaction SMILES: [Cl:1][C:2]1[CH:7]=[CH:6][CH:5]=[CH:4][C:3]=1[CH:8]1[CH:20]2[C:21](=[O:25])[NH:22][C:23](=[O:24])[CH:19]2[C:18]2[C:17]3[CH:16]=[C:15]([O:26][CH3:27])[CH:14]=[CH:13][C:12]=3[NH:11][C:10]=2[CH2:9]1.[Si](OCCCN1C2CC(C3C=CC=CC=3OC)C3C(=O)NC(=O)C3C=2C2C=C(OC)C=CC1=2)(C(C)(C)C)(C)C>O1CCOCC1.[O-2].[O-2].[Mn+4]>[Cl:1][C:2]1[CH:7]=[CH:6][CH:5]=[CH:4][C:3]=1[C:8]1[C:20]2[C:21](=[O:25])[NH:22][C:23](=[O:24])[C:19]=2[C:18]2[C:17]3[CH:16]=[C:15]([O:26][CH3:27])[CH:14]=[CH:13][C:12]=3[NH:11][C:10]=2[CH:9]=1 |f:3.4.5|. Reported procedure: Manganese dioxide (12.0 g) was added to a solution of 4-(2-Chlorophenyl)-9-methoxy-4,5,6,10c-tetrahydropyrrolo[3,4-c]carbazole-1,3(2H,3aH)-dione (IV; Ar=2-chlorophenyl, R10═H (32) prepared as described in example 68 (2.1 g, 5.51 mmol) in dioxane (100 mL) and the mixture was refluxed with stirring for 16 h. The mixture was filtered hot through a plug of Celite, washing through with more dioxane and then 10% methanol/dioxane. The combined filtrate and washings were concentrated to dryness and the ... Solvent: O1CCOCC1 (dioxane). Run at time 16 hour. Reactants: C(C1=CC=CC=C1)[C@H]1N(CC[C@@H](C1)N(C(C(F)(F)F)=O)CC1=CC=NC2=CC=CC=C12)C([C@@H](N)CC1=CC=CC=C1)=O ((2R*,4S*)-2-benzyl-1-((S)-phenylalanyl)-N-(4-quinolylmethyl)-N-trifluoroacetyl-4-piperidinamine), [BH4-].[Na+] (sodium borohydride). Product: C(C1=CC=CC=C1)[C@H]1N(CC[C@@H](C1)NCC1=CC=NC2=CC=CC=C12)C([C@@H](N)CC1=CC=CC=C1)=O ((2R*,4S*)-2-benzyl-1-((S)-phenylalanyl)-N-(4-quinolylmethyl)-4-piperidinamine). Reaction SMILES: [CH2:1]([C@@H:8]1[CH2:13][C@@H:12]([N:14]([CH2:21][C:22]2[C:31]3[C:26](=[CH:27][CH:28]=[CH:29][CH:30]=3)[N:25]=[CH:24][CH:23]=2)C(=O)C(F)(F)F)[CH2:11][CH2:10][N:9]1[C:32](=[O:42])[C@H:33]([CH2:35][C:36]1[CH:41]=[CH:40][CH:39]=[CH:38][CH:37]=1)[NH2:34])[C:2]1[CH:7]=[CH:6][CH:5]=[CH:4][CH:3]=1.[BH4-].[Na+]>>[CH2:1]([C@@H:8]1[CH2:13][C@@H:12]([NH:14][CH2:21][C:22]2[C:31]3[C:26](=[CH:27][CH:28]=[CH:29][CH:30]=3)[N:25]=[CH:24][CH:23]=2)[CH2:11][CH2:10][N:9]1[C:32](=[O:42])[C@H:33]([CH2:35][C:36]1[CH:37]=[CH:38][CH:39]=[CH:40][CH:41]=1)[NH2:34])[C:2]1[CH:7]=[CH:6][CH:5]=[CH:4][CH:3]=1 |f:1.2|. Procedure: 112 mg (0.195 mmol) of diastereomer A of (2R*,4S*)-2-benzyl-1-((S)-phenylalanyl)-N-(4-quinolylmethyl)-N-trifluoroacetyl-4-piperidinamine are reacted with 30 mg (0.801 mmol) of sodium borohydride in analogy to Example 2. The title compound ##STR53## is obtained as white foam. TLC: methylene chloride/methanol/conc. ammonia (700:50:1) Rf =0.21, FD-MS: M+ =478.